Task: describe an organic reaction: reactants, conditions, products, and yield. Dataset: the Open Reaction Database (ORD), a public repository of structured organic reaction records As a reaction SMILES: [C:16]([c:17]1[cH:18][cH:19][cH:20][cH:21][cH:22]1)(=[O:23])[n:24]1[c:25](=[O:31])[nH:26][cH:27][cH:28][c:29]1=[O:30].[C:1]([c:2]1[cH:3][cH:4][cH:5][cH:6][cH:7]1)(=[O:8])[O:9][CH2:10][CH2:11][CH2:12][CH2:13][CH2:14][OH:15]>>[C:1]([c:2]1[cH:3][cH:4][cH:5][cH:6][cH:7]1)(=[O:8])[O:9][CH2:10][CH2:11][CH2:12][CH2:13][CH2:14][n:26]1[c:25](=[O:31])[n:24]([C:16]([c:17]2[cH:18][cH:19][cH:20][cH:21][cH:22]2)=[O:23])[c:29](=[O:30])[cH:28][cH:27]1. The reactants are O=C(c1ccccc1)n1c(=O)cc[nH]c1=O, O=C(OCCCCCO)c1ccccc1. Yields the product O=C(OCCCCCn1ccc(=O)n(C(=O)c2ccccc2)c1=O)c1ccccc1.